This data is from the Open Reaction Database (ORD), a public repository of structured organic reaction records. The task is: describe an organic reaction: reactants, conditions, products, and yield Starting materials: FC1=CC=C(C=C1)N1N=CC2=CC(=CC=C12)O[C@@H]([C@H](C)N)C1=CC(=CC=C1)OC ((1R,2S)-1-{[1-(4-fluorophenyl)-1H-indazol-5-yl]oxy}-1-(3-methoxyphenyl)propan-2-amine), S1C(=CC=C1)C(=O)O (thiophene-2-carboxylic acid). Product: FC1=CC=C(C=C1)N1N=CC2=CC(=CC=C12)O[C@@H]([C@H](C)NC(=O)C=1SC=CC1)C1=CC(=CC=C1)OC (N-((1R,2S)-1-(1-(4-fluorophenyl)-1H-indazol-5-yloxy)-1-(3-methoxyphenyl)propan-2-yl)thiophene-2-carboxamide). Reaction SMILES: [F:1][C:2]1[CH:7]=[CH:6][C:5]([N:8]2[C:16]3[C:11](=[CH:12][C:13]([O:17][C@H:18]([C:22]4[CH:27]=[CH:26][CH:25]=[C:24]([O:28][CH3:29])[CH:23]=4)[C@@H:19]([NH2:21])[CH3:20])=[CH:14][CH:15]=3)[CH:10]=[N:9]2)=[CH:4][CH:3]=1.[S:30]1[CH:34]=[CH:33][CH:32]=[C:31]1[C:35](O)=[O:36]>>[F:1][C:2]1[CH:3]=[CH:4][C:5]([N:8]2[C:16]3[C:11](=[CH:12][C:13]([O:17][C@H:18]([C:22]4[CH:27]=[CH:26][CH:25]=[C:24]([O:28][CH3:29])[CH:23]=4)[C@@H:19]([NH:21][C:35]([C:31]4[S:30][CH:34]=[CH:33][CH:32]=4)=[O:36])[CH3:20])=[CH:14][CH:15]=3)[CH:10]=[N:9]2)=[CH:6][CH:7]=1. Procedure details: Prepared as described in Example 83 using (1R,2S)-1-(1-(4-fluorophenyl)-1H-indazol-5-yloxy)-1-(3-methoxyphenyl)propan-2-amine (6a, 28 mg, 0.07 mmol) and thiophene-2-carboxylic acid (9 mg, 0.07 mmol). Yield 26 mg (72%).